The task is: describe an organic reaction: reactants, conditions, products, and yield. This data is from the Open Reaction Database (ORD), a public repository of structured organic reaction records. Starting materials: CCN(C(C)C)C(C)C (DIPEA), C1(=CC=CC=C1)C1=CC(=NN1)C(=O)NCC(=O)O ([(5-phenyl-1H-pyrazole-3-carbonyl)-amino]-acetic acid), CCN=C=NCCCN(C)C.Cl (EDCI.HCl), Cl.Cl.FC1=CC(=C(C=C1)NC1CCNCC1)C(F)(F)F ((4-fluoro-2-trifluoromethyl-phenyl)-piperidin-4-yl-amine dihydrochloride), C=1C=CC2=C(C1)N=NN2O (HOBt), Intermediate 3. Run in CN(C)C=O (DMF), O (water). Run at time 8 hour. Yields the product FC1=CC(=C(C=C1)NC1CCN(CC1)C(CNC(=O)C1=NNC(=C1)C1=CC=CC=C1)=O)C(F)(F)F (5-phenyl-1H-pyrazole-3-carboxylic acid {2-[4-(4-fluoro-2-trifluoromethyl-phenylamino)-piperidin-1-yl]-2-oxo-ethyl}-amide). The yield is 36.0%. Reaction SMILES: CCN(C(C)C)C(C)C.[C:10]1([C:16]2[NH:20][N:19]=[C:18]([C:21]([NH:23][CH2:24][C:25]([OH:27])=O)=[O:22])[CH:17]=2)[CH:15]=[CH:14][CH:13]=[CH:12][CH:11]=1.C1C=CC2N(O)N=NC=2C=1.CCN=C=NCCCN(C)C.Cl.Cl.Cl.[F:52][C:53]1[CH:58]=[CH:57][C:56]([NH:59][CH:60]2[CH2:65][CH2:64][NH:63][CH2:62][CH2:61]2)=[C:55]([C:66]([F:69])([F:68])[F:67])[CH:54]=1>CN(C=O)C.O>[F:52][C:53]1[CH:58]=[CH:57][C:56]([NH:59][CH:60]2[CH2:61][CH2:62][N:63]([C:25](=[O:27])[CH2:24][NH:23][C:21]([C:18]3[CH:17]=[C:16]([C:10]4[CH:11]=[CH:12][CH:13]=[CH:14][CH:15]=4)[NH:20][N:19]=3)=[O:22])[CH2:64][CH2:65]2)=[C:55]([C:66]([F:69])([F:67])[F:68])[CH:54]=1 |f:3.4,5.6.7|. Procedure details: DIPEA (232 mg, 1.8 mmol) was added to a stirred solution of [(5-phenyl-1H-pyrazole-3-carbonyl)-amino]-acetic acid (140 mg, 0.6 mmol) in DMF (2 mL) followed by HOBt (97 mg, 0.7 mmol) and EDCI.HCl (137 mg, 0.7 mmol). After 2 minutes (4-fluoro-2-trifluoromethyl-phenyl)-piperidin-4-yl-amine dihydrochloride (prepared according to the method used for the synthesis of Intermediate 3) (150 mg, 0.6 mmol) was added and stirring was continued at ambient temperature overnight. The reaction mixture was dilut...